Task: describe an organic reaction: reactants, conditions, products, and yield. Dataset: the Open Reaction Database (ORD), a public repository of structured organic reaction records Reactants: [BH4-], CO, CN(CCCCCC1Cc2cc(O)ccc2C2C(F)CC3(C)C(=O)CCC3C12)CCCC(F)(F)C(F)(F)F, [Na+]. Yields the product CN(CCCCCC1Cc2cc(O)ccc2C2C(F)CC3(C)C(O)CCC3C12)CCCC(F)(F)C(F)(F)F. Reaction SMILES: [BH4-:39].[CH3:41][OH:42].[F:1][CH:2]1[CH:3]2[c:4]3[cH:5][cH:6][c:7]([OH:38])[cH:8][c:9]3[CH2:10][CH:11]([CH2:21][CH2:22][CH2:23][CH2:24][CH2:25][N:26]([CH2:27][CH2:28][CH2:29][C:30]([C:31]([F:32])([F:33])[F:34])([F:35])[F:36])[CH3:37])[CH:12]2[CH:13]2[CH2:14][CH2:15][C:16](=[O:20])[C:17]2([CH3:18])[CH2:19]1.[Na+:40]>>[F:1][CH:2]1[CH:3]2[c:4]3[cH:5][cH:6][c:7]([OH:38])[cH:8][c:9]3[CH2:10][CH:11]([CH2:21][CH2:22][CH2:23][CH2:24][CH2:25][N:26]([CH2:27][CH2:28][CH2:29][C:30]([C:31]([F:32])([F:33])[F:34])([F:35])[F:36])[CH3:37])[CH:12]2[CH:13]2[CH2:14][CH2:15][CH:16]([OH:20])[C:17]2([CH3:18])[CH2:19]1. The reactants are CC(C)(C)OC(=O)NC1(c2ccc(-c3c(-c4ccccc4)oc4ccccc4c3=NO)cc2)CCC1, O=C([O-])[O-], O=C([O-])[O-], [Cs+], [Cs+], CI, [K+], [K+], CN(C)C=O. The product is CON=c1c(-c2ccc(C3(NC(=O)OC(C)(C)C)CCC3)cc2)c(-c2ccccc2)oc2ccccc12. Reaction SMILES: [C:1]([CH3:2])([CH3:3])([CH3:4])[O:5][C:6]([NH:7][C:8]1([c:12]2[cH:13][cH:14][c:15](-[c:18]3[c:19](-[c:30]4[cH:31][cH:32][cH:33][cH:34][cH:35]4)[o:20][c:21]4[cH:22][cH:23][cH:24][cH:25][c:26]4[c:27]3=[N:28][OH:29])[cH:16][cH:17]2)[CH2:9][CH2:10][CH2:11]1)=[O:36].[C:37](=[O:38])([O-:39])[O-:40].[C:45](=[O:46])([O-:47])[O-:48].[Cs+:49].[Cs+:50].[I:43][CH3:44].[K+:41].[K+:42].[O:51]=[CH:52][N:53]([CH3:54])[CH3:55]>>[C:1]([CH3:2])([CH3:3])([CH3:4])[O:5][C:6]([NH:7][C:8]1([c:12]2[cH:13][cH:14][c:15](-[c:18]3[c:19](-[c:30]4[cH:31][cH:32][cH:33][cH:34][cH:35]4)[o:20][c:21]4[cH:22][cH:23][cH:24][cH:25][c:26]4[c:27]3=[N:28][O:29][CH3:37])[cH:16][cH:17]2)[CH2:9][CH2:10][CH2:11]1)=[O:36]. Reactants: BrB(Br)Br, CNc1ccc(-c2nc3ccc(OC)cc3s2)cc1I, ClCCl, [Na+], O=C([O-])O, O. Yields the product CNc1ccc(-c2nc3ccc(O)cc3s2)cc1I. Reaction SMILES: [B:21]([Br:22])([Br:23])[Br:24].[CH3:1][NH:2][c:3]1[c:4]([I:20])[cH:5][c:6](-[c:9]2[s:10][c:11]3[c:12]([n:13]2)[cH:14][cH:15][c:16]([O:18][CH3:19])[cH:17]3)[cH:7][cH:8]1.[Cl:31][CH2:32][Cl:33].[Na+:30].[O-:26][C:27]([OH:28])=[O:29].[OH2:25]>>[CH3:1][NH:2][c:3]1[c:4]([I:20])[cH:5][c:6](-[c:9]2[s:10][c:11]3[c:12]([n:13]2)[cH:14][cH:15][c:16]([OH:18])[cH:17]3)[cH:7][cH:8]1. Reactants: CC1(C(C1C=CC(=O)OC1CCC1)C(=O)O)C (2,2-dimethyl-3-(3-cyclobutoxy-3-oxo-1-propenyl)-cyclopropane-carboxylic acid), (3d-propyn-2-yl-2,5-dioxo-imidazolidinyl)-methanol. Run in C(Cl)(Cl)Cl (CHCl3). Yields the product CC1(C(C1C=CC(=O)OC1CCC1)C(=O)O)C (2,2-dimethyl-3-(3-cyclobutoxy-3-oxo-1-propenyl)-cyclopropane-carboxylic acid), CC1(C(C1C=CC(=O)OCC)C(=O)[O-])C (2,2-dimethyl-3-(3-ethoxy-3-oxo-1-propenyl)-cyclopropane-carboxylate). Reaction SMILES: [CH3:1][C:2]1([CH3:17])[CH:4]([CH:5]=[CH:6][C:7]([O:9][CH:10]2[CH2:13][CH2:12][CH2:11]2)=[O:8])[CH:3]1[C:14]([OH:16])=[O:15]>C(Cl)(Cl)Cl>[CH3:1][C:2]1([CH3:17])[CH:4]([CH:5]=[CH:6][C:7]([O:9][CH:10]2[CH2:11][CH2:12][CH2:13]2)=[O:8])[CH:3]1[C:14]([OH:16])=[O:15].[CH3:17][C:2]1([CH3:1])[CH:4]([CH:5]=[CH:6][C:7]([O:9][CH2:10][CH3:11])=[O:8])[CH:3]1[C:14]([O-:16])=[O:15]. Procedure: Using the procedure of Example 9, (1R, cis, ΔZ) 2,2-dimethyl-3-(3-ethoxy-3-oxo-1-propenyl)-cyclopropane-carboxylic acid and (3d-propyn-2-yl-2,5-dioxo-imidazolidinyl)-methanol were reacted to obtain (3-propyn-2-yl-2,5-dioxo-imidazolidinyl)-methyl (1R, cis, ΔZ) 2,2-dimethyl-3-(3-ethoxy-3-oxo-1-propenyl)-cyclopropane-carboxylate with a specific rotation of [α]D20 =+10°±4° (c=0.2% in CHCl3). Reactants: Brc1c(CCOCc2ccccc2)sc2ccccc12, C1CCOC1, CN(C)CCN(C)C, Cc1ccccc1, [Li]C(C)CC, N#Cc1ccccn1. Yields the product O=C(c1ccccn1)c1c(CCOCc2ccccc2)sc2ccccc12. Reaction SMILES: [CH2:1]([c:2]1[cH:3][cH:4][cH:5][cH:6][cH:7]1)[O:8][CH2:9][CH2:10][c:11]1[c:12]([Br:20])[c:13]2[c:14]([s:15]1)[cH:16][cH:17][cH:18][cH:19]2.[CH2:42]1[CH2:45][CH2:44][CH2:43][O:46]1.[CH3:21][N:22]([CH3:23])[CH2:24][CH2:25][N:26]([CH3:27])[CH3:28].[CH3:47][c:48]1[cH:49][cH:50][cH:51][cH:52][cH:53]1.[CH:29]([Li:30])([CH2:31][CH3:32])[CH3:33].[N:34]#[C:35][c:36]1[cH:37][cH:38][cH:39][cH:40][n:41]1>>[CH2:1]([c:2]1[cH:3][cH:4][cH:5][cH:6][cH:7]1)[O:8][CH2:9][CH2:10][c:11]1[c:12]([C:35]([c:36]2[cH:37][cH:38][cH:39][cH:40][n:41]2)=[O:46])[c:13]2[c:14]([s:15]1)[cH:16][cH:17][cH:18][cH:19]2. Reactants: Pd--C, C(C)(C)(C)NS(=O)(=O)C1=C(C=CC(=C1)[N+](=O)[O-])C(=O)OC (N-tert-butyl-2-methoxycarbonyl-5-nitrobenzenesulfonamide), [H][H] (hydrogen). The solvent is CO (MeOH). Product: C(C)(C)(C)NS(=O)(=O)C1=C(C=CC(=C1)N)C(=O)OC (N-tert-Butyl-5-amino-2-methoxycarbonylbenzenesulfonamide). RXN SMILES: [C:1]([NH:5][S:6]([C:9]1[CH:14]=[C:13]([N+:15]([O-])=O)[CH:12]=[CH:11][C:10]=1[C:18]([O:20][CH3:21])=[O:19])(=[O:8])=[O:7])([CH3:4])([CH3:3])[CH3:2].[H][H]>CO>[C:1]([NH:5][S:6]([C:9]1[CH:14]=[C:13]([NH2:15])[CH:12]=[CH:11][C:10]=1[C:18]([O:20][CH3:21])=[O:19])(=[O:8])=[O:7])([CH3:4])([CH3:3])[CH3:2]. Procedure: 25.08 g (0.079 mol) of N-tert-butyl-2-methoxycarbonyl-5-nitrobenzenesulfonamide are dissolved in 1000 ml of MeOH. 0.50 g of Pd--C (10%) is added and the mixture is shaken under a hydrogen atmosphere (1 atm) until the uptake of hydrogen has finished. The catalyst is separated off and the solvent is removed by distillation. The residue is induced to crystallize by stirring with a little ethyl acetate. The resulting N-tert-butyl-5-amino-2-methoxycarbonylbenzenesulfonamide (18.3 g; 80.9% of theory) ... The reactants are N#N (N2), CC=1OC(=C(N1)C(=O)O)C=1C=C(C=CC1)C (2-methyl-5-(m-tolyl)oxazole-4-carboxylic acid), C=1C=CC2=C(C1)N=NN2O (HOBt), C(CCl)Cl (EDC), CCN(C(C)C)C(C)C (DIPEA), COC(C)(C)C=1N=C(OC1)CN1N=CC(=N1)N (2-((4-(2-methoxypropan-2-yl)oxazol-2-yl)methyl)-2H-1,2,3-triazol-4-amine). The reagents and catalysts are CN(C)C=1C=CN=CC1 (DMAP). The solvent is C(Cl)Cl (CH2Cl2), C(Cl)Cl (CH2Cl2), C(Cl)Cl (CH2Cl2). Conditions: time 45 minute. Yields the product COC(C)(C)C=1N=C(OC1)CN1N=CC(=N1)NC(=O)C=1N=C(OC1C=1C=C(C=CC1)C)C (N-(2-((4-(2-Methoxypropan-2-yl)oxazol-2-yl)methyl)-2H-1,2,3-triazol-4-yl)-2-methyl-5-(m-tolyl)oxazole-4-carboxamide). As a reaction SMILES: N#N.[CH3:3][C:4]1[O:5][C:6]([C:12]2[CH:13]=[C:14]([CH3:18])[CH:15]=[CH:16][CH:17]=2)=[C:7]([C:9]([OH:11])=O)[N:8]=1.C1C=CC2N(O)N=NC=2C=1.C(Cl)CCl.CCN(C(C)C)C(C)C.[CH3:42][O:43][C:44]([C:47]1[N:48]=[C:49]([CH2:52][N:53]2[N:57]=[C:56]([NH2:58])[CH:55]=[N:54]2)[O:50][CH:51]=1)([CH3:46])[CH3:45]>C(Cl)Cl.CN(C1C=CN=CC=1)C>[CH3:42][O:43][C:44]([C:47]1[N:48]=[C:49]([CH2:52][N:53]2[N:57]=[C:56]([NH:58][C:9]([C:7]3[N:8]=[C:4]([CH3:3])[O:5][C:6]=3[C:12]3[CH:13]=[C:14]([CH3:18])[CH:15]=[CH:16][CH:17]=3)=[O:11])[CH:55]=[N:54]2)[O:50][CH:51]=1)([CH3:46])[CH3:45]. Procedure: In a flame dried round-bottomed flask equipped with a magnetic stir bar and under inert atmosphere (N2), a solution of 2-methyl-5-(m-tolyl)oxazole-4-carboxylic acid (WO 2009/077990, p. 112) (40.0 mg, 0.18 mmol) in CH2Cl2 (1.0 mL) was treated at rt with DMAP (5.6 mg, 0.05 mmol), HOBt (29.9 mg, 0.22 mmol), EDC (88.3 mg, 0.46 mmol) and DIPEA (0.13 mL, 0.74 mmol) and the resulting mixture was stirred for 45 min at rt. A solution of 2-((4-(2-methoxypropan-2-yl)oxazol-2-yl)methyl)-2H-1,2,3-triazol-4-a... The yield is 26.9%. Starting materials: O (water), C(CCC)(=O)C=1C=NC2=C(C=CC=C2C1NC1=C(C=CC=C1)C)O (3-Butyryl-4-(2-methylphenylamino)-8-hydroxyquinoline), CC(C)([O-])C.[K+] (potassium t-butoxide), Cl.ClCCCN1CCCCC1 (1-(3-chloropropyl)piperidine hydrochloride). Product: C(CCC)(=O)C=1C=NC2=C(C=CC=C2C1NC1=C(C=CC=C1)C)OCCCN1CCCCC1 (3-butyryl-4-(2-methylphenylamino)-8-(3-piperidinopropoxy)quinoline). Run in CN(C=O)C (dimethylformamide). RXN SMILES: [C:1]([C:6]1[CH:7]=[N:8][C:9]2[C:14]([C:15]=1[NH:16][C:17]1[CH:22]=[CH:21][CH:20]=[CH:19][C:18]=1[CH3:23])=[CH:13][CH:12]=[CH:11][C:10]=2[OH:24])(=[O:5])[CH2:2][CH2:3][CH3:4].CC(C)([O-])C.[K+].Cl.Cl[CH2:33][CH2:34][CH2:35][N:36]1[CH2:41][CH2:40][CH2:39][CH2:38][CH2:37]1.O>CN(C)C=O>[C:1]([C:6]1[CH:7]=[N:8][C:9]2[C:14]([C:15]=1[NH:16][C:17]1[CH:22]=[CH:21][CH:20]=[CH:19][C:18]=1[CH3:23])=[CH:13][CH:12]=[CH:11][C:10]=2[O:24][CH2:33][CH2:34][CH2:35][N:36]1[CH2:41][CH2:40][CH2:39][CH2:38][CH2:37]1)(=[O:5])[CH2:2][CH2:3][CH3:4] |f:1.2,3.4|. Reported procedure: 3-Butyryl-4-(2-methylphenylamino)-8-hydroxyquinoline (3.2 g, 10 mmol) and potassium t-butoxide (5.0 g, 40 mmol) were dissolved in dry dimethylformamide (100 ml) at 80° , then 1-(3-chloropropyl)piperidine hydrochloride (4.0 g, 20 mmol) added and stirred for I hour. The mixture was poured into water, extracted with ether, and the extracts dried and evaporated. Chromatography (silica gel, 3-5% methanolic ammonia in dichloromethane) and recrystallisation from ether/petroleum ether gave 3-butyryl-4-(...